From a dataset of the Open Reaction Database (ORD), a public repository of structured organic reaction records. describe an organic reaction: reactants, conditions, products, and yield Reactants: O (water), C([O-])([O-])=O.[K+].[K+] (potassium carbonate), ICC1CCCC1 ((iodomethyl)cyclopentane), O=S1(N=C2N(CC1)C=CC=C2C2=CC=C(C=C2)O)=O (4-(2,2-dioxido-3,4-dihydropyrido[2,1-c][1,2,4]thiadiazin-9-yl)phenol). The solvent is CS(=O)C (DMSO). Conditions: temperature 130 celsius, time 2 hour. Product: C1(CCCC1)COC1=CC=C(C=C1)C1=CC=CN2C1=NS(CC2)(=O)=O (9-[4-(cyclopentylmethoxy)phenyl]-3,4-dihydropyrido[2,1-c][1,2,4]thiadiazine 2,2-dioxide). The yield is 79.9%. As a reaction SMILES: C(=O)([O-])[O-].[K+].[K+].I[CH2:8][CH:9]1[CH2:13][CH2:12][CH2:11][CH2:10]1.[O:14]=[S:15]1(=[O:32])[CH2:20][CH2:19][N:18]2[CH:21]=[CH:22][CH:23]=[C:24]([C:25]3[CH:30]=[CH:29][C:28]([OH:31])=[CH:27][CH:26]=3)[C:17]2=[N:16]1.O>CS(C)=O>[CH:9]1([CH2:8][O:31][C:28]2[CH:27]=[CH:26][C:25]([C:24]3[C:17]4=[N:16][S:15](=[O:32])(=[O:14])[CH2:20][CH2:19][N:18]4[CH:21]=[CH:22][CH:23]=3)=[CH:30][CH:29]=2)[CH2:13][CH2:12][CH2:11][CH2:10]1 |f:0.1.2|. Procedure: A mixture of potassium carbonate (450 mg), (iodomethyl)cyclopentane (684 mg) and 4-(2,2-dioxido-3,4-dihydropyrido[2,1-c][1,2,4]thiadiazin-9-yl)phenol (300 mg) in DMSO (5 mL) was stirred at 130° C. for 2 hr. The mixture was poured into water and extracted with EtOAc. The organic layer was separated, washed with 1N NaOH aq. and brine, dried over anhydrous magnesium sulfate and concentrated in vacuo. The residue was washed with Et2O to give the title compound (311 mg) as a pale yellow solid. The so... Starting materials: CC(=O)O, ClI, Nc1ccc(-c2nc3ccccc3s2)cc1. Product: Nc1ccc(-c2nc3ccccc3s2)cc1I. RXN SMILES: [CH3:19][C:20](=[O:21])[OH:22].[I:17][Cl:18].[NH2:1][c:2]1[cH:3][cH:4][c:5](-[c:8]2[s:9][c:10]3[c:11]([n:12]2)[cH:13][cH:14][cH:15][cH:16]3)[cH:6][cH:7]1>>[NH2:1][c:2]1[cH:3][cH:4][c:5](-[c:8]2[s:9][c:10]3[c:11]([n:12]2)[cH:13][cH:14][cH:15][cH:16]3)[cH:6][c:7]1[I:17]. Starting materials: CCOC(C)=O, O=C1CC(c2cccc(Cl)c2)C2(C(=O)Nc3cc(Cl)ccc32)C(C2=CCCC2)N1, O=[Pt]. The product is O=C1CC(c2cccc(Cl)c2)C2(C(=O)Nc3cc(Cl)ccc32)C(C2CCCC2)N1. Reaction SMILES: [CH3:30][CH2:31][O:32][C:33](=[O:34])[CH3:35].[Cl:1][c:2]1[cH:3][cH:4][c:5]2[c:9]([cH:10]1)[NH:8][C:7](=[O:11])[C:6]21[CH:12]([C:25]2=[CH:26][CH2:27][CH2:28][CH2:29]2)[NH:13][C:14](=[O:24])[CH2:15][CH:16]1[c:17]1[cH:18][c:19]([Cl:23])[cH:20][cH:21][cH:22]1.[Pt:36]=[O:37]>>[Cl:1][c:2]1[cH:3][cH:4][c:5]2[c:9]([cH:10]1)[NH:8][C:7](=[O:11])[C:6]21[CH:12]([CH:25]2[CH2:26][CH2:27][CH2:28][CH2:29]2)[NH:13][C:14](=[O:24])[CH2:15][CH:16]1[c:17]1[cH:18][c:19]([Cl:23])[cH:20][cH:21][cH:22]1. Reactants: CCO, CN(CCCCN1C(=O)c2ccccc2C1=O)CCN(C)C(c1ccccc1)c1ccccc1. The product is CN(CCCCN)CCN(C)C(c1ccccc1)c1ccccc1. Reaction SMILES: [CH3:35][CH2:36][OH:37].[CH:1]([c:2]1[cH:3][cH:4][cH:5][cH:6][cH:7]1)([c:8]1[cH:9][cH:10][cH:11][cH:12][cH:13]1)[N:14]([CH2:15][CH2:16][N:17]([CH2:18][CH2:19][CH2:20][CH2:21][N:22]1[C:23](=[O:24])[c:25]2[c:26]([cH:27][cH:28][cH:29][cH:30]2)[C:31]1=[O:32])[CH3:33])[CH3:34]>>[CH:1]([c:2]1[cH:3][cH:4][cH:5][cH:6][cH:7]1)([c:8]1[cH:9][cH:10][cH:11][cH:12][cH:13]1)[N:14]([CH2:15][CH2:16][N:17]([CH2:18][CH2:19][CH2:20][CH2:21][NH2:22])[CH3:33])[CH3:34]. The reactants are C1CCOC1, CO, Cl, COC(=O)C1=Cc2cc(OCc3cc(C(F)(F)F)cc(C(F)(F)F)c3)ccc2CCC1, [Na+], [OH-]. Yields the product O=C(O)C1=Cc2cc(OCc3cc(C(F)(F)F)cc(C(F)(F)F)c3)ccc2CCC1. RXN SMILES: [CH2:37]1[O:38][CH2:39][CH2:40][CH2:41]1.[CH3:35][OH:36].[ClH:34].[F:1][C:2]([c:3]1[cH:4][c:5]([CH2:6][O:7][c:8]2[cH:9][cH:10][c:11]3[c:12]([cH:22]2)[CH:13]=[C:14]([C:18](=[O:19])[O:20][CH3:21])[CH2:15][CH2:16][CH2:17]3)[cH:23][c:24]([C:26]([F:27])([F:28])[F:29])[cH:25]1)([F:30])[F:31].[Na+:33].[OH-:32]>>[F:1][C:2]([c:3]1[cH:4][c:5]([CH2:6][O:7][c:8]2[cH:9][cH:10][c:11]3[c:12]([cH:22]2)[CH:13]=[C:14]([C:18](=[O:19])[OH:20])[CH2:15][CH2:16][CH2:17]3)[cH:23][c:24]([C:26]([F:27])([F:28])[F:29])[cH:25]1)([F:30])[F:31]. Reactants: C(C)(C)(C)C1=C(O)C(=CC(=C1)O)C(C)(C)C (2,6-di tert.butyl hydroquinone), FC(C(=O)OC(C(F)(F)F)=O)(F)F (trifluoroacetic acid anhydride), C(C(=C)C)(=O)O (methacrylic acid). Yields the product C(C(=C)C)(=O)OC1=CC(=C(C(=C1)C(C)(C)C)O)C(C)(C)C (3,5-di tert.butyl-4-hydroxyphenyl methacrylate), product. As a reaction SMILES: [C:1]([C:5]1[CH:11]=[C:10]([OH:12])[CH:9]=[C:8]([C:13]([CH3:16])([CH3:15])[CH3:14])[C:6]=1[OH:7])([CH3:4])([CH3:3])[CH3:2].FC(F)(F)C(OC(=O)C(F)(F)F)=O.[C:30](O)(=[O:34])[C:31]([CH3:33])=[CH2:32]>>[C:30]([O:12][C:10]1[CH:11]=[C:5]([C:1]([CH3:4])([CH3:3])[CH3:2])[C:6]([OH:7])=[C:8]([C:13]([CH3:16])([CH3:15])[CH3:14])[CH:9]=1)(=[O:34])[C:31]([CH3:33])=[CH2:32]. Reported procedure: 3,5-di tert.butyl-4-hydroxyphenyl methacrylate was prepared by stirring a mixture of 16.3 grams of 2,6-di tert.butyl hydroquinone, 18.5 grams of trifluoroacetic acid anhydride, and 8.2 grams of methacrylic acid for 3 hours at room temperature. The product, which has precipitated during the course of the reaction, was filtered off, washed first with dilute sodium carbonate solution, then with water, and then dried. After recrystallization from hexane, there was obtained 10 grams of product meltin... Reactants: CC(C)(C)OC(=O)N1CCN(c2cc(NS(=O)(=O)c3cccc(OC(F)F)c3)ccc2OC(F)(F)F)CC1, CC(C)O, ClCCl. Yields the product O=S(=O)(Nc1ccc(OC(F)(F)F)c(N2CCNCC2)c1)c1cccc(OC(F)F)c1. Reaction SMILES: [C:1]([O:2][C:3](=[O:4])[N:8]1[CH2:9][CH2:10][N:11]([c:14]2[c:15]([O:34][C:35]([F:36])([F:37])[F:38])[cH:16][cH:17][c:18]([NH:20][S:21](=[O:22])(=[O:23])[c:24]3[cH:25][c:26]([O:30][CH:31]([F:32])[F:33])[cH:27][cH:28][cH:29]3)[cH:19]2)[CH2:12][CH2:13]1)([CH3:5])([CH3:6])[CH3:7].[CH:42]([OH:43])([CH3:44])[CH3:45].[Cl:39][CH2:40][Cl:41]>>[NH:8]1[CH2:9][CH2:10][N:11]([c:14]2[c:15]([O:34][C:35]([F:36])([F:37])[F:38])[cH:16][cH:17][c:18]([NH:20][S:21](=[O:22])(=[O:23])[c:24]3[cH:25][c:26]([O:30][CH:31]([F:32])[F:33])[cH:27][cH:28][cH:29]3)[cH:19]2)[CH2:12][CH2:13]1.